From a dataset of the Open Reaction Database (ORD), a public repository of structured organic reaction records. describe an organic reaction: reactants, conditions, products, and yield Starting materials: OC1=CC(NC(=C1C)C)=O (4-hydroxy-5,6-dimethyl-2(1H)-pyridone), [N+](=O)(O)[O-] (nitric acid). Run in C(C)(=O)O (acetic acid). The product is OC1=NC(=C(C(=C1[N+](=O)[O-])O)C)C (2,4-Dihydroxy-5,6-dimethyl-3-nitropyridine). RXN SMILES: [OH:1][C:2]1[C:7]([CH3:8])=[C:6]([CH3:9])[NH:5][C:4](=[O:10])[CH:3]=1.[N+:11]([O-])([OH:13])=[O:12]>C(O)(=O)C>[OH:10][C:4]1[C:3]([N+:11]([O-:13])=[O:12])=[C:2]([OH:1])[C:7]([CH3:8])=[C:6]([CH3:9])[N:5]=1. Procedure: The above nitration process was essentially repeated using 23.612 g 4-hydroxy-5,6-dimethyl-2(1H)-pyridone, 460 ml acetic acid, 12.2 ml nitric acid, and cooling the mixture in an ice bath after refluxing and prior to filtration. Combined product was used in the next step. The reactants are ClC1=NC(=CC(=N1)C(C)(C)O)N1[C@H](COCC1)C (2-[2-Chloro-6-[(3S)-3-methylmorpholin-4-yl]pyrimidin-4-yl]propan-2-ol), O1N=C(C=C1)NC(NC1=CC=C(C=C1)B1OC(C(O1)(C)C)(C)C)=O (3-(1,2-oxazol-3-yl)-1-[4-(4,4,5,5-tetramethyl-1,3,2-dioxaborolan-2-yl)phenyl]urea), CN(C)C=O (DMF), Cl (hydrochloric acid), crude material. The reagents and catalysts are Dichlorobis(triphenylphosphine) palladium. The solvent is COCCOC (DME), O (water), C(C)O (ethanol). Run at temperature 100 celsius. The product is OC(C)(C)C1=NC(=NC(=C1)N1[C@H](COCC1)C)C1=CC=C(C=C1)NC(=O)NC1=NOC=C1 (1-[4-[4-(2-Hydroxypropan-2-yl)-6-[(3S)-3-methylmorpholin-4-yl]pyrimidin-2-yl]phenyl]-3-(1,2-oxazol-3-yl)urea). The yield is 20.1%. RXN SMILES: Cl[C:2]1[N:7]=[C:6]([C:8]([OH:11])([CH3:10])[CH3:9])[CH:5]=[C:4]([N:12]2[CH2:17][CH2:16][O:15][CH2:14][C@@H:13]2[CH3:18])[N:3]=1.[O:19]1[CH:23]=[CH:22][C:21]([NH:24][C:25](=[O:42])[NH:26][C:27]2[CH:32]=[CH:31][C:30](B3OC(C)(C)C(C)(C)O3)=[CH:29][CH:28]=2)=[N:20]1.CN(C=O)C.Cl>C(O)C.O.COCCOC>[OH:11][C:8]([C:6]1[CH:5]=[C:4]([N:12]2[CH2:17][CH2:16][O:15][CH2:14][C@@H:13]2[CH3:18])[N:3]=[C:2]([C:30]2[CH:29]=[CH:28][C:27]([NH:26][C:25]([NH:24][C:21]3[CH:22]=[CH:23][O:19][N:20]=3)=[O:42])=[CH:32][CH:31]=2)[N:7]=1)([CH3:10])[CH3:9]. Reported procedure: 2-[2-Chloro-6-[(3S)-3-methylmorpholin-4-yl]pyrimidin-4-yl]propan-2-ol (160 mg, 0.59 mmol) was added to 3-(1,2-oxazol-3-yl)-1-[4-(4,4,5,5-tetramethyl-1,3,2-dioxaborolan-2-yl)phenyl]urea (242 mg) and Dichlorobis(triphenylphosphine) palladium catalyst (21 mg) in an 18% DMF in a mixture of 7:3:2 DME:water:ethanol (6 mL). The reaction was heated to 100° C. for 30 minutes in the microwave reactor and cooled to RT. The reaction mixture was acidified with 2M hydrochloric acid and the crude material load... Reactants: FC1=CC=C(C=C1)N1CCN(CC1)CCCC=1NN=C2C1CNCC2 (3-(3-(4-(4-fluorophenyl)piperazin-1-yl)propyl)-4,5,6,7-tetrahydro-2H-pyrazolo[4,3-c]pyridine), C(C)(=O)Cl (acetyl chloride). Solvent: C(Cl)(Cl)Cl (chloroform), C(O)([O-])=O.[Na+] (sodium hydrogencarbonate). Product: C(C)(=O)N1CC=2C(CC1)=NNC2CCCN2CCN(CC2)C2=CC=C(C=C2)F (5-acetyl-3-(3-(4-(4-fluorophenyl)piperazin-1-yl)propyl)-4,5,6,7-tetrahydro-2H-pyrazolo[4,3-c]pyridine). Reaction SMILES: [F:1][C:2]1[CH:7]=[CH:6][C:5]([N:8]2[CH2:13][CH2:12][N:11]([CH2:14][CH2:15][CH2:16][C:17]3[NH:18][N:19]=[C:20]4[CH2:25][CH2:24][NH:23][CH2:22][C:21]=34)[CH2:10][CH2:9]2)=[CH:4][CH:3]=1.[C:26](Cl)(=[O:28])[CH3:27]>C(Cl)(Cl)Cl.C(=O)([O-])O.[Na+]>[C:26]([N:23]1[CH2:24][CH2:25][C:20]2=[N:19][NH:18][C:17]([CH2:16][CH2:15][CH2:14][N:11]3[CH2:10][CH2:9][N:8]([C:5]4[CH:4]=[CH:3][C:2]([F:1])=[CH:7][CH:6]=4)[CH2:13][CH2:12]3)=[C:21]2[CH2:22]1)(=[O:28])[CH3:27] |f:3.4|. Reported procedure: 3-(3-(4-(4-Fluorophenyl)piperazin-1-yl)propyl)-4,5,6,7-tetrahydro-2H-pyrazolo[4,3-c]pyridine (0.3 g) obtained in Example 141 was dissolved in a mixed solution of chloroform (5 ml) and saturated aqueous sodium hydrogencarbonate solution (5 ml), and acetyl chloride (0.3 ml) was added dropwise under ice-cooling. After the dropwise addition, the chloroform layer was partitioned and dried over magnesium sulfate. The solvent was evaporated under reduced pressure and the obtained residue was subjected ... Reactants: C1CCC2=NCCCN2CC1, ClCCl, CCl, CC(C)S(=O)(=O)NCC(C)(F)c1ccc(-c2cccc(N)c2)cc1, O, O=S(=O)(Cl)Cl. Yields the product CC(C)S(=O)(=O)NCC(C)(F)c1ccc(-c2cccc(NS(C)(=O)=O)c2)cc1. Reaction SMILES: [CH2:1]1[CH2:2][CH2:3][C:4]2=[N:9][CH2:8][CH2:7][CH2:6][N:5]2[CH2:10][CH2:11]1.[CH2:36]([Cl:37])[Cl:38].[Cl:44][CH3:45].[NH2:12][c:13]1[cH:14][c:15](-[c:19]2[cH:20][cH:21][c:22]([C:25]([CH2:26][NH:27][S:28](=[O:29])(=[O:30])[CH:31]([CH3:32])[CH3:33])([CH3:34])[F:35])[cH:23][cH:24]2)[cH:16][cH:17][cH:18]1.[OH2:46].[S:39](=[O:40])(=[O:41])([Cl:42])[Cl:43]>>[NH:12]([c:13]1[cH:14][c:15](-[c:19]2[cH:20][cH:21][c:22]([C:25]([CH2:26][NH:27][S:28](=[O:29])(=[O:30])[CH:31]([CH3:32])[CH3:33])([CH3:34])[F:35])[cH:23][cH:24]2)[cH:16][cH:17][cH:18]1)[S:39](=[O:40])(=[O:41])[CH3:45]. Reactants: CNC([C@@H](NC([C@@H](N)CC(C)C)=O)CC1=CC=CC=C1)=O (L-leucyl-L-phenylalanine N-methylamide), ICCCC(=O)OC (methyl 4-iodobutyrate). Run in C(C)O (ethanol). Run at temperature 45 celsius. Product: CNC([C@@H](NC([C@@H](NCCCC(=O)OC)CC(C)C)=O)CC1=CC=CC=C1)=O (N-(Methoxycarbonyl)propyl-L-leucyl-L-phenylalanine N-methylamide). Yield: 26.3%. As a reaction SMILES: [CH3:1][NH:2][C:3](=[O:21])[C@H:4]([CH2:14][C:15]1[CH:20]=[CH:19][CH:18]=[CH:17][CH:16]=1)[NH:5][C:6](=[O:13])[C@H:7]([CH2:9][CH:10]([CH3:12])[CH3:11])[NH2:8].I[CH2:23][CH2:24][CH2:25][C:26]([O:28][CH3:29])=[O:27]>C(O)C>[CH3:1][NH:2][C:3](=[O:21])[C@H:4]([CH2:14][C:15]1[CH:16]=[CH:17][CH:18]=[CH:19][CH:20]=1)[NH:5][C:6](=[O:13])[C@H:7]([CH2:9][CH:10]([CH3:12])[CH3:11])[NH:8][CH2:23][CH2:24][CH2:25][C:26]([O:28][CH3:29])=[O:27]. Procedure: A solution of L-leucyl-L-phenylalanine N-methylamide (1.19 g) in ethanol (24 ml) was treated with methyl 4-iodobutyrate (0.93 g); the resulting colourless solution was heated to 45° C. over 16 h. The crude product was purified by flash silica chromatography, eluting with ethyl acetate/heptane (1:1 to 5:1), to furnish the title compound as an off-white solid (0.42 g). Reactants: CO\N=C(/COC1=CC=C(C=C1)CO)\C1=CC=CC=C1 ((4-{[(2Z)-2-(methoxyimino)-2-phenylethyl]oxy}phenyl)methanol), OC1=C(C=C(C=C1)CCC(=O)OCC)OC (ethyl 3-(4-hydroxy-3-methoxyphenyl)propanoate). Product: COC=1C=C(C=CC1OCC1=CC=C(C=C1)OC\C(\C1=CC=CC=C1)=N/OC)CCC(=O)O (3-{3-Methoxy-4-[(4-{[(2Z)-2-(methoxyimino)-2-phenylethyl]oxy}benzyl)oxy]phenyl}propanoic acid). Isolated yield 47.6%. RXN SMILES: [CH3:1][O:2]/[N:3]=[C:4](/[C:15]1[CH:20]=[CH:19][CH:18]=[CH:17][CH:16]=1)\[CH2:5][O:6][C:7]1[CH:12]=[CH:11][C:10]([CH2:13][OH:14])=[CH:9][CH:8]=1.O[C:22]1[CH:27]=[CH:26][C:25]([CH2:28][CH2:29][C:30]([O:32]CC)=[O:31])=[CH:24][C:23]=1[O:35][CH3:36]>>[CH3:36][O:35][C:23]1[CH:24]=[C:25]([CH2:28][CH2:29][C:30]([OH:32])=[O:31])[CH:26]=[CH:27][C:22]=1[O:14][CH2:13][C:10]1[CH:11]=[CH:12][C:7]([O:6][CH2:5]/[C:4](=[N:3]\[O:2][CH3:1])/[C:15]2[CH:20]=[CH:19][CH:18]=[CH:17][CH:16]=2)=[CH:8][CH:9]=1. Procedure details: Compound 94 was synthesized from (4-{[(2Z)-2-(methoxyimino)-2-phenylethyl]oxy}phenyl)methanol (0.12 g, 0.446 mmol) and ethyl 3-(4-hydroxy-3-methoxyphenyl)propanoate (0.1 g, 0.446 mmol) by following the procedure described in scheme 16 (0.06 g, yield: 47.62%); Purity: 98.66%. Procedure: A solution of (+)-(R)-α-methylbelnzylamine (0.37 mol) in ethanol (100 ml) was added to a solution of 3,4-dihydro-2H-1-benzopyran-2-carboxylic acid (0.36 mol) in ethanol (200 ml). The mixture was allowed to crystallize out. The precipitate was filtered off and dried. The residue was crystallized 4 times from ethanol. The precipitate was filtered off and dried. The residue was taken up in water, treated with HCl 10% and extracted with diethyl ether. The organic layer was separated, dried, filtered... The reactants are O1C(CCC2=C1C=CC=C2)C(=O)O (3,4-dihydro-2H-1-benzopyran-2-carboxylic acid). Yields the product O1[C@H](CCC2=C1C=CC=C2)C(=O)O ((−)-(R)-3,4-dihydro-2H-1-benzopyran-2-carboxylic acid). Yield: 13.4%. Reaction SMILES: [O:1]1[C:6]2[CH:7]=[CH:8][CH:9]=[CH:10][C:5]=2[CH2:4][CH2:3][CH:2]1[C:11]([OH:13])=[O:12]>C(O)C>[O:1]1[C:6]2[CH:7]=[CH:8][CH:9]=[CH:10][C:5]=2[CH2:4][CH2:3][C@@H:2]1[C:11]([OH:13])=[O:12]. Solvent: C(C)O (ethanol), C(C)O (ethanol). The reactants are [O-]CC.[Na+] (sodium ethoxide), C(C)(=O)NC(C(=O)OCC)C(=O)OCC (diethyl acetamidomalonate), [I-].[Na+] (sodium iodide), BrCCCCCCC(=O)OCC (ethyl 7-bromoheptanoate). Run in [Na] (sodium), O (water). Product: C(C)(=O)NC(CCCCCCC(=O)OCC)(C(=O)OCC)C(=O)OCC (Triethyl 1-Acetamido-1,1,7-heptanetricarboxylate). Reaction SMILES: [O-]CC.[Na+].[C:5]([NH:8][CH:9]([C:15]([O:17][CH2:18][CH3:19])=[O:16])[C:10]([O:12][CH2:13][CH3:14])=[O:11])(=[O:7])[CH3:6].[I-].[Na+].Br[CH2:23][CH2:24][CH2:25][CH2:26][CH2:27][CH2:28][C:29]([O:31][CH2:32][CH3:33])=[O:30]>[Na].O>[C:5]([NH:8][C:9]([C:15]([O:17][CH2:18][CH3:19])=[O:16])([C:10]([O:12][CH2:13][CH3:14])=[O:11])[CH2:23][CH2:24][CH2:25][CH2:26][CH2:27][CH2:28][C:29]([O:31][CH2:32][CH3:33])=[O:30])(=[O:7])[CH3:6] |f:0.1,3.4,^1:33|. Reported procedure: In a dried flask was dissolved 23.0 g (1.0 g atom) of sodium and 600 ml. of ethanol dried by the method of R. H. Manski, J. Am. Chem. Soc., 53, 1106 (1931). To the solution of sodium ethoxide, under nitrogen, was added 217 g (1.0 mole) of dry diethyl acetamidomalonate and 1.0 g of dry sodium iodide. The resulting solution was heated at reflux while 249 g (1.05 mole) of ethyl 7-bromoheptanoate was added dropwise over a period of 1.5-2 hrs. After addition was completed, the reaction mixture was he... Reactants: CC(CCO)CCC1CCCCC1 (3-methyl-5-cyclohexylpentanol), [Br-].[K+] (potassium bromide), C([O-])(O)=O.[Na+] (sodium bicarbonate), Cl[O-].[Na+] (sodium hypochlorite). The reagents and catalysts are CC1(CCCC(N1[O])(C)C)C (TEMPO). The solvent is C1(=CC=CC=C1)C (toluene), O (water). Conditions: time 15 minute. Product: CC(CC=O)CCC1CCCCC1 (3-methyl-5-cyclohexylpentanal). Isolated yield 81.3%. Reaction SMILES: [CH3:1][CH:2]([CH2:6][CH2:7][CH:8]1[CH2:13][CH2:12][CH2:11][CH2:10][CH2:9]1)[CH2:3][CH2:4][OH:5].[Br-].[K+].Cl[O-].[Na+].C(=O)(O)[O-].[Na+]>C1(C)C=CC=CC=1.CC1(C)N([O])C(C)(C)CCC1.O>[CH3:1][CH:2]([CH2:6][CH2:7][CH:8]1[CH2:9][CH2:10][CH2:11][CH2:12][CH2:13]1)[CH2:3][CH:4]=[O:5] |f:1.2,3.4,5.6,^1:34|. Procedure: To a cooled (0° C.) mixture of 3-methyl-5-cyclohexylpentanol (50 g, 0.27 mol), water (50 ml), potassium bromide (3.2 g), and 1 mol % TEMPO (0.4 g) in 150 ml of toluene was added aqueous sodium hypochlorite (12% available chlorine, 167 g), buffered to pH=9.6 with 2.4 g of sodium bicarbonate over a period of 30 minutes. The reaction mixture was warmed to room temperature and stirred for 15 minutes. The organic layer was separated and washed sequentially with 250 ml KI solution (4.4 g of KI, 18 ml ... The reactants are CON(C)C(=O)C1CCC(CNC(=O)OC(C)(C)C)CC1, CCOCC, [H-], CI, [K+], [Na+], O, O=S(=O)([O-])O. Product: CON(C)C(=O)C1CCC(CN(C)C(=O)OC(C)(C)C)CC1. As a reaction SMILES: [C:1]([CH3:2])([CH3:3])([CH3:4])[O:5][C:6]([NH:7][CH2:8][CH:9]1[CH2:10][CH2:11][CH:12]([C:15]([N:16]([CH3:17])[O:18][CH3:19])=[O:20])[CH2:13][CH2:14]1)=[O:21].[CH3:33][CH2:34][O:35][CH2:36][CH3:37].[H-:23].[I:24][CH3:25].[K+:31].[Na+:22].[OH2:32].[S:26](=[O:27])(=[O:28])([OH:29])[O-:30]>>[C:1]([CH3:2])([CH3:3])([CH3:4])[O:5][C:6]([N:7]([CH2:8][CH:9]1[CH2:10][CH2:11][CH:12]([C:15]([N:16]([CH3:17])[O:18][CH3:19])=[O:20])[CH2:13][CH2:14]1)[CH3:25])=[O:21].